From a dataset of the Open Reaction Database (ORD), a public repository of structured organic reaction records. describe an organic reaction: reactants, conditions, products, and yield Reactants: CCCC[N+](CCCC)(CCCC)CCCC, CCOC(C)=O, CCCC(=O)Nc1nn(COCC[Si](C)(C)C)c2cc(Cl)c(-c3ccc(OCc4ccccc4)cc3)cc12, [F-], C1CCOC1. Product: CCCC(=O)Nc1n[nH]c2cc(Cl)c(-c3ccc(OCc4ccccc4)cc3)cc12. Reaction SMILES: [CH3:2][CH2:3][CH2:4][CH2:5][N+:6]([CH2:7][CH2:8][CH2:9][CH3:10])([CH2:11][CH2:12][CH2:13][CH3:14])[CH2:15][CH2:16][CH2:17][CH3:18].[CH3:57][CH2:58][O:59][C:60](=[O:61])[CH3:62].[Cl:19][c:20]1[c:21](-[c:43]2[cH:44][cH:45][c:46]([O:49][CH2:50][c:51]3[cH:52][cH:53][cH:54][cH:55][cH:56]3)[cH:47][cH:48]2)[cH:22][c:23]2[c:24]([NH:37][C:38]([CH2:39][CH2:40][CH3:41])=[O:42])[n:25][n:26]([CH2:29][O:30][CH2:31][CH2:32][Si:33]([CH3:34])([CH3:35])[CH3:36])[c:27]2[cH:28]1.[F-:1].[O:63]1[CH2:64][CH2:65][CH2:66][CH2:67]1>>[Cl:19][c:20]1[c:21](-[c:43]2[cH:44][cH:45][c:46]([O:49][CH2:50][c:51]3[cH:52][cH:53][cH:54][cH:55][cH:56]3)[cH:47][cH:48]2)[cH:22][c:23]2[c:24]([NH:37][C:38]([CH2:39][CH2:40][CH3:41])=[O:42])[n:25][nH:26][c:27]2[cH:28]1. The solvent is O1CCCC1 (tetrahydrofuran), O1CCCC1 (THF), CCOCC (ether), O (water), O1CCCC1 (THF). Starting materials: C(C)Br (Ethyl bromide), [Mg] (magnesium), FC(C1=CC=C(OC2=CC=C(OC(C(=O)Cl)C)C=C2)C=C1)(F)F (2-[4-(4-Trifluoromethylphenoxy)phenoxy]propionic acid chloride), C1(CC(CC1)=O)=O (cyclopentane-1,3-dione). RXN SMILES: C(Br)C.[Mg].[C:5]1(=[O:11])[CH2:9][CH2:8][C:7](=[O:10])[CH2:6]1.[F:12][C:13]([F:34])([F:33])[C:14]1[CH:32]=[CH:31][C:17]([O:18][C:19]2[CH:30]=[CH:29][C:22]([O:23][CH:24]([CH3:28])[C:25](Cl)=[O:26])=[CH:21][CH:20]=2)=[CH:16][CH:15]=1>O1CCCC1.CCOCC.O>[F:12][C:13]([F:33])([F:34])[C:14]1[CH:32]=[CH:31][C:17]([O:18][C:19]2[CH:30]=[CH:29][C:22]([O:23][CH:24]([CH3:28])[C:25]([CH:6]3[C:7](=[O:10])[CH2:8][CH2:9][C:5]3=[O:11])=[O:26])=[CH:21][CH:20]=2)=[CH:16][CH:15]=1. Procedure details: Ethyl bromide (6 g, 55 mmol) is added to magnesium turnings (1.34 g) in the presence of tetrahydrofuran (THF; 15 ml). After reaction is complete, the solution is diluted to 50 ml with THF cooled in an ice bath and cyclopentane-1,3-dione (50 mmol) is added rapidly with stirring. THF (250 ml) is added to this mixture and it is allowed to warm to RT. 2-[4-(4-Trifluoromethylphenoxy)phenoxy]propionic acid chloride (55 mmol) is added dropwise with stirring, and the mixture is allowed to stand at RT fo... Yields the product FC(C1=CC=C(OC2=CC=C(OC(C(=O)C3C(CCC3=O)=O)C)C=C2)C=C1)(F)F (2-[[2-[4-(4-trifluoromethylphenoxy)phenoxy]propionyl]]cyclopentane-1,3-dione). Conditions: time 30 minute. The reactants are CS(=O)(=O)C=1C=CC(=CC1)[C@H]([C@@H](CF)NC(=O)C(Cl)Cl)O (florfenicol), Cl(=O)(=O)(=O)O (perchloric acid). The solvent is C(CCCCC)(=O)OC(CCCCC)=O (hexanoic anhydride). Conditions: time 3 hour. The product is CS(=O)(=O)C=1C=CC(=CC1)[C@H]([C@@H](CF)NC(=O)C(Cl)Cl)O.C(CCCCC)(=O)[O-] (Florfenicol hexanoate). As a reaction SMILES: [CH3:1][S:2]([C:5]1[CH:6]=[CH:7][C:8]([C@@H:11]([OH:21])[C@H:12]([NH:15][C:16]([CH:18]([Cl:20])[Cl:19])=[O:17])[CH2:13][F:14])=[CH:9][CH:10]=1)(=[O:4])=[O:3].Cl(O)(=O)(=O)=[O:23]>C(OC(=O)CCCCC)(=O)CCCCC>[CH3:1][S:2]([C:5]1[CH:6]=[CH:7][C:8]([C@@H:11]([OH:21])[C@H:12]([NH:15][C:16]([CH:18]([Cl:20])[Cl:19])=[O:17])[CH2:13][F:14])=[CH:9][CH:10]=1)(=[O:4])=[O:3].[C:11]([O-:21])(=[O:23])[CH2:8][CH2:7][CH2:6][CH2:5][CH3:10] |f:3.4|. Reported procedure: 100 g of florfenicol was suspended in 500 g of hexanoic anhydride in one liter round bottom flask equipped with an overhead stirrer and a drying tube. To this suspension was added 3 ml of perchloric acid, while stirring vigorously, with a pipette. A clear solution was obtained in a few minutes. Stirring was continued for another 3 hours during which the product, florfenicol hexanoate pro-drug was recrystallized. The solid product was filtered using Buckner funnel under vacuum, washed thoroughly ... The reactants are FC=1C=C(C=CC1S(=O)(=O)C)C1=C(N=C(S1)N)C (5-(3-fluoro-4-methanesulfonyl-phenyl)-4-methyl-thiazol-2-ylamine), FC=1C=C(C=CC1S(=O)(=O)C)CC(C)=O (1-(3-fluoro-4-methanesulfonyl-phenyl)-propan-2-one), FC1=C(C=C(C=C1)CC(C)=O)S(=O)(=O)C (1-(4-fluoro-3-methanesulfonyl-phenyl)-propan-2-one). The product is FC1=C(C=C(C=C1)C1=C(N=C(S1)N)C)S(=O)(=O)C (5-(4-Fluoro-3-methanesulfonyl-phenyl)-4-methyl-thiazol-2-ylamine). As a reaction SMILES: FC1C=C([C:12]2[S:16][C:15]([NH2:17])=[N:14][C:13]=2[CH3:18])C=CC=1S(C)(=O)=O.[F:19][C:20]1[CH:21]=[C:22](CC(=O)C)[CH:23]=[CH:24][C:25]=1[S:26]([CH3:29])(=[O:28])=[O:27].FC1C=CC(CC(=O)C)=CC=1S(C)(=O)=O>>[F:19][C:20]1[CH:21]=[CH:22][C:23]([C:12]2[S:16][C:15]([NH2:17])=[N:14][C:13]=2[CH3:18])=[CH:24][C:25]=1[S:26]([CH3:29])(=[O:27])=[O:28]. Procedure: The titled compound is prepared via an analogous method to 5-(3-fluoro-4-methanesulfonyl-phenyl)-4-methyl-thiazol-2-ylamine (Intermediate AA) by replacing 1-(3-fluoro-4-methanesulfonyl-phenyl)-propan-2-one (AA3) in step AA4 with 1-(4-fluoro-3-methanesulfonyl-phenyl)-propan-2-one (AG3).